Task: describe an organic reaction: reactants, conditions, products, and yield. Dataset: the Open Reaction Database (ORD), a public repository of structured organic reaction records Product: BrC=1C=CC(=NC1)N(CCC1=CC=C(OC(C(=O)OCC)(C)C)C=C1)CC1=CC=C(C=C1)C(F)(F)F (Ethyl 2-[4-(2-{(5-bromopyridin-2-yl)[4-(trifluoromethyl)benzyl]amino}ethyl)phenoxy]-2-methylpropanoate). The solvent is O1CCOCC1 (dioxane). Isolated yield 18.2%. Starting materials: CC(C(=O)OCC)(C)OC1=CC=C(C=C1)CCNCC1=CC=C(C=C1)C(F)(F)F (ethyl 2-methyl-2-[4-(2-{[4-(trifluoromethyl)benzyl]amino}ethyl)phenoxy]propanoate), BrC1=NC=C(C=C1)Br (2,5-dibromopyridine), CCN(C(C)C)C(C)C (DIEA), 210C, CCN(C(C)C)C(C)C (DIEA). Procedure details: A solution of ethyl 2-methyl-2-[4-(2-{[4-(trifluoromethyl)benzyl]amino}ethyl)phenoxy]propanoate (3 g; 7.3 mmol) in 7 ml of dioxane was treated under nitrogen with 2,5-dibromopyridine (1.9 g; 8.1 mmol) and DIEA (1.4 ml; 8.1 mmol) and heated in a pressure tube for 2 days at 210C. Upon cooling, additional DIEA (1.4 ml) was added and heated 2 more days. Upon cooling, the reaction mixture was partitioned between ethyl acetate and 0.5N HCl. The organic phase was washed with 0.5N HCl and saturated brin... Reaction SMILES: [CH3:1][C:2]([O:9][C:10]1[CH:15]=[CH:14][C:13]([CH2:16][CH2:17][NH:18][CH2:19][C:20]2[CH:25]=[CH:24][C:23]([C:26]([F:29])([F:28])[F:27])=[CH:22][CH:21]=2)=[CH:12][CH:11]=1)([CH3:8])[C:3]([O:5][CH2:6][CH3:7])=[O:4].Br[C:31]1[CH:36]=[CH:35][C:34]([Br:37])=[CH:33][N:32]=1.CCN(C(C)C)C(C)C>O1CCOCC1>[Br:37][C:34]1[CH:35]=[CH:36][C:31]([N:18]([CH2:19][C:20]2[CH:21]=[CH:22][C:23]([C:26]([F:27])([F:28])[F:29])=[CH:24][CH:25]=2)[CH2:17][CH2:16][C:13]2[CH:14]=[CH:15][C:10]([O:9][C:2]([CH3:1])([CH3:8])[C:3]([O:5][CH2:6][CH3:7])=[O:4])=[CH:11][CH:12]=2)=[N:32][CH:33]=1. Reactants: O=S(=O)(Cl)c1cccc(Br)c1, CCOC(C)=O, Cl, CC(C)(N)CO, C1COCCO1. Yields the product CC(C)(CO)NS(=O)(=O)c1cccc(Br)c1. Reaction SMILES: [Br:7][c:8]1[cH:9][c:10]([S:14](=[O:15])(=[O:16])[Cl:17])[cH:11][cH:12][cH:13]1.[CH3:25][CH2:26][O:27][C:28]([CH3:29])=[O:30].[ClH:18].[NH2:1][C:2]([CH2:3][OH:4])([CH3:5])[CH3:6].[O:19]1[CH2:20][CH2:21][O:22][CH2:23][CH2:24]1>>[NH:1]([C:2]([CH2:3][OH:4])([CH3:5])[CH3:6])[S:14]([c:10]1[cH:9][c:8]([Br:7])[cH:13][cH:12][cH:11]1)(=[O:15])=[O:16]. The reactants are CN(C)P(=O)(N(C)C)N(C)C, CNC, Cn1nc(C(F)F)c(C=O)c1Cl, O. The product is CN(C)c1c(C=O)c(C(F)F)nn1C. RXN SMILES: [CH3:13][N:14]([P:15]([N:16]([CH3:17])[CH3:18])([N:19]([CH3:20])[CH3:21])=[O:22])[CH3:23].[CH3:24][NH:25][CH3:26].[Cl:1][c:2]1[c:3]([CH:11]=[O:12])[c:4]([CH:8]([F:9])[F:10])[n:5][n:6]1[CH3:7].[OH2:27]>>[c:2]1([N:14]([CH3:13])[CH3:23])[c:3]([CH:11]=[O:12])[c:4]([CH:8]([F:9])[F:10])[n:5][n:6]1[CH3:7]. Starting materials: [BH3-]C#N, CCOC(=O)Cc1cnc2ccc(C=O)cn12, C1CCOC1, CNC, CO, CC(=O)O, [Na+], [Na+], O=C([O-])O, O. Yields the product CCOC(=O)Cc1cnc2ccc(CN(C)C)cn12. As a reaction SMILES: [C:21]([BH3-:22])#[N:23].[CH2:1]([CH3:2])[O:3][C:4]([CH2:5][c:6]1[cH:7][n:8][c:9]2[n:10]1[cH:11][c:12]([CH:15]=[O:16])[cH:13][cH:14]2)=[O:17].[CH2:30]1[O:31][CH2:32][CH2:33][CH2:34]1.[CH3:18][NH:19][CH3:20].[CH3:35][OH:36].[CH3:37][C:38](=[O:39])[OH:40].[Na+:24].[Na+:29].[O-:25][C:26]([OH:27])=[O:28].[OH2:41]>>[CH2:1]([CH3:2])[O:3][C:4]([CH2:5][c:6]1[cH:7][n:8][c:9]2[n:10]1[cH:11][c:12]([CH2:15][N:19]([CH3:18])[CH3:20])[cH:13][cH:14]2)=[O:17].